Dataset: the Open Reaction Database (ORD), a public repository of structured organic reaction records. Task: describe an organic reaction: reactants, conditions, products, and yield As a reaction SMILES: [C:19](=[O:20])([OH:21])[O-:22].[CH:26]([Cl:27])([Cl:28])[Cl:29].[I-:25].[K+:24].[N:16]#[C:17][Br:18].[NH:1]1[CH2:2][CH2:3][CH:4]([c:7]2[n:8][o:9][c:10]3[c:11]2[cH:12][cH:13][cH:14][cH:15]3)[CH2:5][CH2:6]1.[Na+:23]>>[N:1]1([C:17]#[N:16])[CH2:2][CH2:3][CH:4]([c:7]2[n:8][o:9][c:10]3[c:11]2[cH:12][cH:13][cH:14][cH:15]3)[CH2:5][CH2:6]1. The product is N#CN1CCC(c2noc3ccccc23)CC1. Reactants: O=C([O-])O, ClC(Cl)Cl, [I-], [K+], N#CBr, c1ccc2c(C3CCNCC3)noc2c1, [Na+]. Yields the product O=C=NCCC1CCCC1. As a reaction SMILES: [CH3:16][C:17]([CH3:18])=[O:19].[CH:2]1([CH2:7][CH2:8][C:9]([Cl:10])=[O:11])[CH2:3][CH2:4][CH2:5][CH2:6]1.[Cl-:1].[N-:13]=[N+:14]=[N-:15].[Na+:12].[OH2:20]>>[CH:2]1([CH2:7][CH2:8][N:13]=[C:17]=[O:19])[CH2:3][CH2:4][CH2:5][CH2:6]1. The reactants are CC(C)=O, O=C(Cl)CCC1CCCC1, [Cl-], [N-]=[N+]=[N-], [Na+], O. Reactants: ICC=1N=C(OC1C1=CC=CC=C1)C1=CC=C(C=C1)C (4-iodomethyl-5-phenyl-2-p-tolyloxazole), CC(C(CC)=O)=NO (pentane-2,3-dione-2-oxime), CC=1C=C(C=O)C=CC1C (3,4-dimethylbenzaldehyde). The product is CC=1C=C(C=CC1C)C=1OC(=C(N1)CI)CC (2-(3,4-dimethylphenyl)-5-ethyl-4-iodomethyloxazole). RXN SMILES: [I:1][CH2:2][C:3]1[N:4]=[C:5]([C:14]2[CH:19]=[CH:18][C:17]([CH3:20])=[CH:16][CH:15]=2)[O:6][C:7]=1[C:8]1[CH:13]=CC=CC=1.[CH3:21]C(=NO)C(=O)CC.CC1C=C(C=CC=1C)C=O>>[CH3:21][C:18]1[CH:19]=[C:14]([C:5]2[O:6][C:7]([CH2:8][CH3:13])=[C:3]([CH2:2][I:1])[N:4]=2)[CH:15]=[CH:16][C:17]=1[CH3:20]. Reported procedure: Analogously to the building block synthesis of 4-iodomethyl-5-phenyl-2-p-tolyloxazole, pentane-2,3-dione-2-oxime and 3,4-dimethylbenzaldehyde gave 2-(3,4-dimethylphenyl)-5-ethyl-4-iodomethyloxazole. Reactants: CO (methanol), ClC1=CC=C(OC2=CC=C(C=C2)S(=O)(=O)Cl)C=C1 (4-(4′-Chlorophenoxy)phenyl sulfonyl chloride), P(OC)(OC)OC (trimethyl phosphite), thioether, [OH-].[K+] (Potassium hydroxide). Solvent: C1(=CC=CC=C1)C (toluene), C1(=CC=CC=C1)C (toluene). Reaction conditions: temperature 60 celsius. The product is CSC1=CC=C(C=C1)OC1=CC=C(C=C1)Cl (4-(4′-chlorophenoxy)phenyl methyl sulfide). Isolated yield 76.6%. As a reaction SMILES: [Cl:1][C:2]1[CH:18]=[CH:17][C:5]([O:6][C:7]2[CH:12]=[CH:11][C:10]([S:13](Cl)(=O)=O)=[CH:9][CH:8]=2)=[CH:4][CH:3]=1.P(OC)(OC)O[CH3:21].CO.[OH-].[K+]>C1(C)C=CC=CC=1>[CH3:21][S:13][C:10]1[CH:11]=[CH:12][C:7]([O:6][C:5]2[CH:17]=[CH:18][C:2]([Cl:1])=[CH:3][CH:4]=2)=[CH:8][CH:9]=1 |f:3.4|. Procedure: 4-(4′-Chlorophenoxy)phenyl sulfonyl chloride (3.0 kg), 3, was dissolved in three liters of toluene and the solution was added dropwise, with stirring, to 3.6 kg of trimethyl phosphite which had been preheated to 60° C. The reaction was exothermic and the reaction was allowed to heat to 80°-90° C. during the addition. Thin layer chromatography indicated a mixture of the desired thioether and two baseline products. The mixture was refluxed until the pot temperature rose to ˜130° C. The mixture was... Yield: 50.3%. Procedure details: Using the method of Example 11, except that dioxane replaced ethanol as solvent and product was recrystallized from acetone:hexane one time, 7.5 g (0.020 mol) of 4-(1-methyl-2-phenyl-1H-indol-3-yl)-3-cyclohexene-1,1-dicarboxylic acid (Example 3) was hydrogenated to give 3.8 g (51%) of 4-(1-methyl-2-phenyl-1H-indol-3-yl)cyclohexane-1,1-dicarboxylic acid, m.p. 230° C.(decompn.). The product is CN1C(=C(C2=CC=CC=C12)C1CCC(CC1)(C(=O)O)C(=O)O)C1=CC=CC=C1 (4-(1-methyl-2-phenyl-1H-indol-3-yl)cyclohexane-1,1-dicarboxylic acid). Run in C(C)O (ethanol). As a reaction SMILES: O1CCOCC1.CCCCCC.[CH3:13][N:14]1[C:22]2[C:17](=[CH:18][CH:19]=[CH:20][CH:21]=2)[C:16]([C:23]2[CH2:28][CH2:27][C:26]([C:32]([OH:34])=[O:33])([C:29]([OH:31])=[O:30])[CH2:25][CH:24]=2)=[C:15]1[C:35]1[CH:40]=[CH:39][CH:38]=[CH:37][CH:36]=1>C(O)C>[CH3:13][N:14]1[C:22]2[C:17](=[CH:18][CH:19]=[CH:20][CH:21]=2)[C:16]([CH:23]2[CH2:28][CH2:27][C:26]([C:32]([OH:34])=[O:33])([C:29]([OH:31])=[O:30])[CH2:25][CH2:24]2)=[C:15]1[C:35]1[CH:36]=[CH:37][CH:38]=[CH:39][CH:40]=1. The reactants are O1CCOCC1 (dioxane), CCCCCC (hexane), CN1C(=C(C2=CC=CC=C12)C1=CCC(CC1)(C(=O)O)C(=O)O)C1=CC=CC=C1 (4-(1methyl-2-phenyl-1H-indol-3-yl)-3-cyclohexene-1,1-dicarboxylic acid). The solvent is C1CCOC1 (THF). Starting materials: ClC=1C=C(C(=O)O)C=CN1 (2-Chloroisonicotinic acid), B (borane). Conditions: temperature 50 celsius, time 8 hour. Reported procedure: 2-Chloroisonicotinic acid (2.0 g; 12.7 mmol) is dissolved in 25 mL THF under anhydrous conditions and borane (1.0 M in THF; 25.4 ml; 25.4 mmol) is added drop wise via a syringe. The solution is stirred overnight at 50° C. The mixture is cooled to RT and quenched with 5 mL MeOH, concentrated under reduced pressure and purified by column chromatography on silica gel using a solvent gradient of hexanes to EtOAc. The final product is isolated as a white powder (1.1 g, 60% yield). The yield is 60.0%. Yields the product ClC1=NC=CC(=C1)CO ((2-chloropyridin-4-yl)methanol), powder. As a reaction SMILES: [Cl:1][C:2]1[CH:3]=[C:4]([CH:8]=[CH:9][N:10]=1)[C:5](O)=[O:6].B>C1COCC1>[Cl:1][C:2]1[CH:3]=[C:4]([CH2:5][OH:6])[CH:8]=[CH:9][N:10]=1.